Dataset: the Open Reaction Database (ORD), a public repository of structured organic reaction records. Task: describe an organic reaction: reactants, conditions, products, and yield Starting materials: FC1=C(C=CC=C1CO)N1CC(C1)OC=1C=CC(NC1)=O (5-({1-[2-Fluoro-3-(hydroxymethyl)phenyl]azetidin-3-yl}oxy)pyridin-2(1H)-one), CI (methyl iodide), C([O-])([O-])=O.[K+].[K+] (potassium carbonate). The solvent is CN(C)C=O (DMF). Conditions: temperature 60 celsius, time 2 hour. Product: FC1=C(C=CC=C1CO)N1CC(C1)OC=1C=CC(N(C1)C)=O (5-({1-[2-fluoro-3-(hydroxymethyl)phenyl]azetidin-3-yl}oxy)-1-methylpyridin-2(1H)-one). Isolated yield 63.2%. Reaction SMILES: [F:1][C:2]1[C:7]([CH2:8][OH:9])=[CH:6][CH:5]=[CH:4][C:3]=1[N:10]1[CH2:13][CH:12]([O:14][C:15]2[CH:16]=[CH:17][C:18](=[O:21])[NH:19][CH:20]=2)[CH2:11]1.CI.[C:24](=O)([O-])[O-].[K+].[K+]>CN(C=O)C>[F:1][C:2]1[C:7]([CH2:8][OH:9])=[CH:6][CH:5]=[CH:4][C:3]=1[N:10]1[CH2:11][CH:12]([O:14][C:15]2[CH:16]=[CH:17][C:18](=[O:21])[N:19]([CH3:24])[CH:20]=2)[CH2:13]1 |f:2.3.4|. Procedure details: 5-({1-[2-Fluoro-3-(hydroxymethyl)phenyl]azetidin-3-yl}oxy)pyridin-2(1H)-one (160 mg) was mixed with DMF (3 ml), and methyl iodide (114 mg) and potassium carbonate (200 mg) were added thereto, followed by stirring at 60° C. for 2 hours. The reaction mixture was concentrated under reduced pressure, and to the residue were added CHCl3 and water. The organic layer was dried over Na2SO4 and then concentrated under reduced pressure. The obtained residue was purified by silica gel column chromatography... Reactants: CC(C)(C)[Si](C)(C)OCC1CCC(=O)N1Cc1nc(C=CC(=O)O)cs1, O=C([O-])[O-], CCCCI, CN(C)C=O, [K+], [K+], O. The product is CCCCOC(=O)C=Cc1csc(CN2C(=O)CCC2CO[Si](C)(C)C(C)(C)C)n1. As a reaction SMILES: [C:1]([CH3:2])([CH3:3])([CH3:4])[Si:5]([O:6][CH2:7][CH:8]1[N:9]([CH2:14][c:15]2[s:16][cH:17][c:18]([CH:20]=[CH:21][C:22](=[O:23])[OH:24])[n:19]2)[C:10](=[O:13])[CH2:11][CH2:12]1)([CH3:25])[CH3:26].[C:32](=[O:33])([O-:34])[O-:35].[CH2:27]([CH2:28][CH2:29][CH3:30])[I:31].[CH3:39][N:40]([CH3:41])[CH:42]=[O:43].[K+:36].[K+:37].[OH2:38]>>[C:1]([CH3:2])([CH3:3])([CH3:4])[Si:5]([O:6][CH2:7][CH:8]1[N:9]([CH2:14][c:15]2[s:16][cH:17][c:18]([CH:20]=[CH:21][C:22](=[O:23])[O:24][CH2:27][CH2:28][CH2:29][CH3:30])[n:19]2)[C:10](=[O:13])[CH2:11][CH2:12]1)([CH3:25])[CH3:26]. Reactants: CC1(CC=C(C=2C=C(C=CC12)C#CC1=CC=C(C(=O)OCC)C=C1)C=1SC=CN1)C (ethyl 4-[(7,8-dihydro-8,8-dimethyl-5-(2-thiazolyl)naphth-3-yl)ethynyl]benzoate), CC1(CC=C(C=2C=C(C=CC12)C#CC1=CC=C(C(=O)OCC)C=C1)C=1SC=CN1)C (ethyl 4-[(7,8-dihydro-8,8-dimethyl-5-(2-thiazolyl)naphth-3-yl)ethynyl]benzoate), FC(S(=O)(=O)OC=1C=2C=C(C=CC2C(CC1)(C)C)C#CC1=CC=C(C(=O)OCC)C=C1)(F)F (ethyl 4-[(5-trifluoromethylsulfonyloxy-7,8-dihydro-8,8-dimethylnaphth-3-yl)ethynyl]benzoate), FC(S(=O)(=O)OC=1C=2C=C(C=CC2C(CC1)(C)C)C#CC1=CC=C(C(=O)OCC)C=C1)(F)F (ethyl 4-[(5-trifluoromethylsulfonyloxy-7,8-dihydro-8,8-dimethylnaphth-3-yl)ethynyl]benzoate). Product: CC1(CC=C(C=2C=C(C=CC12)C#CC1=CC=C(C(=O)OCC)C=C1)C=1SC=CC1)C (Ethyl 4-[(7,8-dihydro-8,8-dimethyl-_5-(2-thienyl)naphth-3-yl)ethynyl]benzoate). Reaction SMILES: [CH3:1][C:2]1([CH3:30])[C:11]2[CH:10]=[CH:9][C:8]([C:12]#[C:13][C:14]3[CH:24]=[CH:23][C:17]([C:18]([O:20][CH2:21][CH3:22])=[O:19])=[CH:16][CH:15]=3)=[CH:7][C:6]=2[C:5]([C:25]2[S:26][CH:27]=[CH:28]N=2)=[CH:4][CH2:3]1.F[C:32](F)(F)S(OC1C2C=C(C#CC3C=CC(C(OCC)=O)=CC=3)C=CC=2C(C)(C)CC=1)(=O)=O>>[CH3:1][C:2]1([CH3:30])[C:11]2[CH:10]=[CH:9][C:8]([C:12]#[C:13][C:14]3[CH:24]=[CH:23][C:17]([C:18]([O:20][CH2:21][CH3:22])=[O:19])=[CH:16][CH:15]=3)=[CH:7][C:6]=2[C:5]([C:25]2[S:26][CH:27]=[CH:28][CH:32]=2)=[CH:4][CH2:3]1. Procedure: Employing the same general procedure as for the preparation of ethyl 4-[(7,8-dihydro-8,8-dimethyl-5-(2-thiazolyl)naphth-3-yl)ethynyl]benzoate (Compound 67), 328.0 mg (0.685 mmol) of ethyl 4-[(5-trifluoromethylsulfonyloxy-7,8-dihydro-8,8-dimethylnaphth-3-yl)ethynyl]benzoate (Compound 66) was converted into the title compound (colorless solid) using 186.8 mg (1.37 mmol) of zinc chloride 37.1 mg (0.03 mmol) of tetrakis(triphenylphosphine)palladium(0) and 2-lithiothiophene (prepared by the addition ... Starting materials: C1(CCCC1)CC(=O)O (cyclopentylacetic acid), Cl.COC([C@@H](N)C)=O (L-alanine methyl ester hydrochloride). Product: COC([C@@H](NC(CC1CCCC1)=O)C)=O (N-(cyclopentylacetyl)-L-alanine methyl ester). As a reaction SMILES: [CH:1]1([CH2:6][C:7]([OH:9])=O)[CH2:5][CH2:4][CH2:3][CH2:2]1.Cl.[CH3:11][O:12][C:13](=[O:17])[C@H:14]([CH3:16])[NH2:15]>>[CH3:11][O:12][C:13](=[O:17])[C@H:14]([CH3:16])[NH:15][C:7](=[O:9])[CH2:6][CH:1]1[CH2:2][CH2:3][CH2:4][CH2:5]1 |f:1.2|. Procedure: Following General Procedure BD above, and using cyclopentylacetic acid (Aldrich) with L-alanine methyl ester hydrochloride (Sigma) the title compound was prepared. Reactants: Cl.NO (hydroxylamine hydrochloride), CN(C=O)C (dimethylformamide), resultant mixture, C(C(=O)Cl)(=O)Cl (oxalyl chloride), CN(C=O)C (dimethylformamide), C(C)(C)(C)C=1C=C(C=C(C1O)C(C)(C)C)C=1N=C2SCCN2C1 (6-(3,5-di-tert-butyl-4-hydroxyphenyl)-2,3-dihydroimidazo[2,1-b]thiazole), CN(C=O)C (dimethylformamide), resultant mixture. Run in N1=CC=CC=C1 (pyridine), C(CCl)Cl (ethylene dichloride), C(CCl)Cl (ethylene dichloride), C(CCl)Cl (ethylene dichloride). The product is C(#N)C1=C(N=C2SCCN21)C2=CC(=C(C(=C2)C(C)(C)C)O)C(C)(C)C (5-cyano-6-(3,5-di-tert-butyl-4-hydroxyphenyl)-2,3-dihydroimidazo[2,1-b]thiazole). RXN SMILES: C(Cl)(=O)C(Cl)=O.[C:7]([C:11]1[CH:12]=[C:13]([C:22]2[N:23]=[C:24]3[N:28]([CH:29]=2)[CH2:27][CH2:26][S:25]3)[CH:14]=[C:15]([C:18]([CH3:21])([CH3:20])[CH3:19])[C:16]=1[OH:17])([CH3:10])([CH3:9])[CH3:8].Cl.NO.[CH3:33][N:34](C)C=O>C(Cl)CCl.N1C=CC=CC=1>[C:33]([C:29]1[N:28]2[C:24]([S:25][CH2:26][CH2:27]2)=[N:23][C:22]=1[C:13]1[CH:14]=[C:15]([C:18]([CH3:21])([CH3:20])[CH3:19])[C:16]([OH:17])=[C:11]([C:7]([CH3:8])([CH3:9])[CH3:10])[CH:12]=1)#[N:34] |f:2.3|. Procedure: To a mixed solution of 0.5 g of dimethylformamide and 10 ml of ethylene dichloride was added dropwise a solution of 0.9 g of oxalyl chloride in 5 ml of ethylene dichloride under ice-cooling. After allowing to stand the mixture for 15 minutes at room temperature, a solution of 2 g of 6-(3,5-di-tert-butyl-4-hydroxyphenyl)-2,3-dihydroimidazo[2,1-b]thiazole dissolved in a mixture of 3 ml of dimethylformamide and 10 ml of ethylene dichloride was added dropwise to the solution and the resultant mixtur...